Dataset: the Open Reaction Database (ORD), a public repository of structured organic reaction records. Task: describe an organic reaction: reactants, conditions, products, and yield The reactants are potassium tert.-butylate, CC(C(C)(C)C)=O (pinacolone), C(=O)OC (methyl formate). Solvent: C(C)OCC (diethyl ether). Run at temperature 30 celsius, time 12 hour. The product is CC(C(C=CO)=O)(C)C (4,4-dimethyl-1-hydroxy-1-penten-3-one). The yield is 97.2%. RXN SMILES: [CH3:1][C:2](=[O:7])[C:3]([CH3:6])([CH3:5])[CH3:4].[CH:8](OC)=[O:9]>C(OCC)C>[CH3:4][C:3]([CH3:6])([CH3:5])[C:2](=[O:7])[CH:1]=[CH:8][OH:9]. Reported procedure: 56.0 g (0.5 mole) of potassium tert.-butylate are added to a mixture of 50.0 g (0.5 mole) of pinacolone and 42.0 g (0.5 mole) of methyl formate at 15° to 20° C., with cooling. The reaction mixture is subsequently stirred at 30° C. for 12 hours. For working up, 400 ml of diethyl ether are added and the product precipitated is filtered off with suction and dried. 62.3 g (75% of theory) of 4,4-dimethyl-1-hydroxy-1-penten-3-one, as the potassium salt, are obtained in the form of a light yellow powde... Reactants: Cc1cc(O)nc(C=Cc2ccc(N(C)C)cc2)n1, O=P(Cl)(Cl)Cl. The product is Cc1cc(Cl)nc(C=Cc2ccc(N(C)C)cc2)n1. Reaction SMILES: [CH3:1][N:2]([c:3]1[cH:4][cH:5][c:6]([CH:9]=[CH:10][c:11]2[n:12][c:13]([CH3:18])[cH:14][c:15]([OH:17])[n:16]2)[cH:7][cH:8]1)[CH3:19].[P:20]([Cl:21])([Cl:22])([Cl:23])=[O:24]>>[CH3:1][N:2]([c:3]1[cH:4][cH:5][c:6]([CH:9]=[CH:10][c:11]2[n:12][c:13]([CH3:18])[cH:14][c:15]([Cl:22])[n:16]2)[cH:7][cH:8]1)[CH3:19]. Reactants: Cc1sc2c(Sc3ccccc3)c3ccccc3c(-c3cc(Br)c(O)c(Br)c3)c2c1C, Br, ClC(Cl)Cl, O=C(O)C(O)Cc1ccccc1. The product is Cc1sc2c(Sc3ccccc3)c3ccccc3c(-c3cc(Br)c(OC(Cc4ccccc4)C(=O)O)c(Br)c3)c2c1C. RXN SMILES: [Br:1][c:2]1[c:3]([OH:31])[c:4]([Br:30])[cH:5][c:6](-[c:8]2[c:9]3[cH:10][cH:11][cH:12][cH:13][c:14]3[c:15]([S:23][c:24]3[cH:25][cH:26][cH:27][cH:28][cH:29]3)[c:16]3[s:17][c:18]([CH3:22])[c:19]([CH3:21])[c:20]23)[cH:7]1.[Br:44].[Cl:45][CH:46]([Cl:47])[Cl:48].[OH:32][CH:33]([C:34](=[O:35])[OH:36])[CH2:37][c:38]1[cH:39][cH:40][cH:41][cH:42][cH:43]1>>[Br:1][c:2]1[c:3]([O:31][CH:33]([C:34](=[O:35])[OH:36])[CH2:37][c:38]2[cH:39][cH:40][cH:41][cH:42][cH:43]2)[c:4]([Br:30])[cH:5][c:6](-[c:8]2[c:9]3[cH:10][cH:11][cH:12][cH:13][c:14]3[c:15]([S:23][c:24]3[cH:25][cH:26][cH:27][cH:28][cH:29]3)[c:16]3[s:17][c:18]([CH3:22])[c:19]([CH3:21])[c:20]23)[cH:7]1. The reactants are CN(C)C=C1C(OC(C2=NC3=CC=CC=C3N=C21)=O)=O (4-Dimethylaminomethylene-4H-pyrano[3,4-b]quinoxaline-1,3-dione), CN (methylamine), 18d. Product: CN1C(C2=NC3=CC=CC=C3N=C2C(=C1)C(=O)O)=O (2-Methyl-1-oxo-1,2-dihydropyrido[3,4-b]quinoxaline-4-carboxylic acid). Reaction SMILES: [CH3:1][N:2]([CH:4]=[C:5]1[C:18]2[C:9](=[N:10][C:11]3[C:16]([N:17]=2)=[CH:15][CH:14]=[CH:13][CH:12]=3)[C:8](=[O:19])[O:7][C:6]1=[O:20])C.CN>>[CH3:1][N:2]1[CH:4]=[C:5]([C:6]([OH:7])=[O:20])[C:18]2[C:9](=[N:10][C:11]3[C:16]([N:17]=2)=[CH:15][CH:14]=[CH:13][CH:12]=3)[C:8]1=[O:19]. Procedure details: From 17d and methylamine, as for 18d except that, after reaction, the volatiles were removed at reduced pressure to leave the methylamine salt of 18z as a yellow-brown solid. This was suspended in a small amount of water and 10% sodium hydroxide was added dropwise, with stirring, until a solution was obtained. This was acidified with a minimum amount of concentrated hydrochloric acid and the solid which separated was filtered and washed with water to give the free acid as a yellow solid (52%), m... The reactants are O=C([O-])[O-], CC#N, BrC1CCCC1, [I-], [K+], [K+], [K+], O, O=Cc1ccc(O)cc1. The product is O=Cc1ccc(OC2CCCC2)cc1. RXN SMILES: [C:16](=[O:17])([O-:18])[O-:19].[CH3:25][C:26]#[N:27].[CH:10]1([Br:15])[CH2:11][CH2:12][CH2:13][CH2:14]1.[I-:23].[K+:20].[K+:21].[K+:22].[OH2:24].[OH:1][c:2]1[cH:3][cH:4][c:5]([CH:6]=[O:7])[cH:8][cH:9]1>>[O:1]([c:2]1[cH:3][cH:4][c:5]([CH:6]=[O:7])[cH:8][cH:9]1)[CH:10]1[CH2:11][CH2:12][CH2:13][CH2:14]1. The reactants are [H-].[Na+] (sodium hydride), COC1=NNC2=CC=C(C=C12)[N+](=O)[O-] (3-Methoxy-5-nitro-1H-indazole), BrCCOC (1-bromo-2-methoxyethane), CN(C)C=O (DMF). The reagents and catalysts are CCCC[N+](CCCC)(CCCC)CCCC.[I-] (TBAI). The solvent is O (Water). Reaction conditions: temperature 100 celsius, time 1 hour. The product is COC1=NN(C2=CC=C(C=C12)[N+](=O)[O-])CCOC (3-methoxy-1-(2-methoxyethyl)-5-nitro-1H-indazole). Reaction SMILES: [CH3:1][O:2][C:3]1[C:11]2[C:6](=[CH:7][CH:8]=[C:9]([N+:12]([O-:14])=[O:13])[CH:10]=2)[NH:5][N:4]=1.Br[CH2:16][CH2:17][O:18][CH3:19].CN(C=O)C.[H-].[Na+]>CCCC[N+](CCCC)(CCCC)CCCC.[I-].O>[CH3:1][O:2][C:3]1[C:11]2[C:6](=[CH:7][CH:8]=[C:9]([N+:12]([O-:14])=[O:13])[CH:10]=2)[N:5]([CH2:16][CH2:17][O:18][CH3:19])[N:4]=1 |f:3.4,5.6|. Reported procedure: 3-Methoxy-5-nitro-1H-indazole (97 mg), 1-bromo-2-methoxyethane (70 μl, and TBAI (2 mg) were added to a DMF (1 ml) suspension containing sodium hydride (60% in oil) (24 mg) under ice cooling, followed by stirring at 100° C. for 1 hour. Water was added to the reaction solution, followed by extraction with ethyl acetate. The organic layers were washed with water and saturated saline and dried over anhydrous sodium sulfate. Then, the solvent was distilled away under reduced pressure, and the obtaine... The product is CC(C)(C)OC(=O)N1CCCC(Nc2ccc3c(cnn3C(=O)C(C)(C)C)c2)C1. Reactants: O=C(O)C=CC(=O)O, CC(=O)O[BH-](OC(C)=O)OC(C)=O, O=C([O-])O, ClCCCl, CC(C)(C)C(=O)n1ncc2cc(N)ccc21, [Na+], [Na+], CC(C)(C)OC(=O)N1CCCC(=O)C1. Reaction SMILES: [C:19]([OH:20])(=[O:21])[CH:22]=[CH:23][C:24]([OH:25])=[O:26].[C:43]([O:44][BH-:45]([O:46][C:47](=[O:48])[CH3:49])[O:50][C:51](=[O:52])[CH3:53])(=[O:54])[CH3:55].[C:57](=[O:58])([OH:59])[O-:60].[Cl:15][CH2:16][CH2:17][Cl:18].[NH2:27][c:28]1[cH:29][c:30]2[cH:31][n:32][n:33]([C:37]([C:38]([CH3:39])([CH3:40])[CH3:41])=[O:42])[c:34]2[cH:35][cH:36]1.[Na+:56].[Na+:61].[O:1]=[C:2]1[CH2:3][N:4]([C:8](=[O:9])[O:10][C:11]([CH3:12])([CH3:13])[CH3:14])[CH2:5][CH2:6][CH2:7]1>>[CH:2]1([NH:27][c:28]2[cH:29][c:30]3[cH:31][n:32][n:33]([C:37]([C:38]([CH3:39])([CH3:40])[CH3:41])=[O:42])[c:34]3[cH:35][cH:36]2)[CH2:3][N:4]([C:8](=[O:9])[O:10][C:11]([CH3:12])([CH3:13])[CH3:14])[CH2:5][CH2:6][CH2:7]1. The reactants are C(=O)[C@H]1CN(C[C@@H]1C1=CC(=CC=C1)F)[C@H]1C(OCC1(C)C)=O (Dihydro-3-(R)-(3-(R)-formyl-4-(S)-(3-fluorophenyl)-pyrrolidin-1-yl)-4,4-dimethyl-2(3H)furanone), C(C)(=O)O[BH-](OC(C)=O)OC(C)=O.[Na+] (sodium triacetoxyborohydride), C(C)(C)N(CC)C(C)C (Diisopropylethylamine), FC(C(=O)O)(F)F.C(C1=CC=CC=C1)C1=NN(C(=C1)C1CCNCC1)CC (4-(3-benzyl-1-ethyl-(1H-pyrazol-5-yl))piperidine trifluoroacetate). Run in ClCCCl (DCE), ClCCCl (DCE), ClCCCl (1,2-dichloroethane). Reaction conditions: time 2 hour. Product: C(C1=CC=CC=C1)C1=NN(C(=C1)C1CCN(CC1)C[C@H]1CN(C[C@@H]1C1=CC(=CC=C1)F)[C@H]1C(OCC1(C)C)=O)CC (Dihydro-3-(R)-(3-(S)-((4-(3-benzyl-1-ethyl-(1H-pyrazol-5-yl))piperidin-1-yl)methyl)-4-(S)-(3-fluorophenyl)-pyrrolidin-1-yl)-4,4-dimethyl-2(3H)furanone). The yield is 37.5%. Reaction SMILES: C(N(C(C)C)CC)(C)C.FC(F)(F)C(O)=O.[CH2:17]([C:24]1[CH:28]=[C:27]([CH:29]2[CH2:34][CH2:33][NH:32][CH2:31][CH2:30]2)[N:26]([CH2:35][CH3:36])[N:25]=1)[C:18]1[CH:23]=[CH:22][CH:21]=[CH:20][CH:19]=1.[CH:37]([C@@H:39]1[C@@H:43]([C:44]2[CH:49]=[CH:48][CH:47]=[C:46]([F:50])[CH:45]=2)[CH2:42][N:41]([C@@H:51]2[C:55]([CH3:57])([CH3:56])[CH2:54][O:53][C:52]2=[O:58])[CH2:40]1)=O.C(O[BH-](OC(=O)C)OC(=O)C)(=O)C.[Na+]>ClCCCl>[CH2:17]([C:24]1[CH:28]=[C:27]([CH:29]2[CH2:34][CH2:33][N:32]([CH2:37][C@@H:39]3[C@@H:43]([C:44]4[CH:49]=[CH:48][CH:47]=[C:46]([F:50])[CH:45]=4)[CH2:42][N:41]([C@@H:51]4[C:55]([CH3:57])([CH3:56])[CH2:54][O:53][C:52]4=[O:58])[CH2:40]3)[CH2:31][CH2:30]2)[N:26]([CH2:35][CH3:36])[N:25]=1)[C:18]1[CH:23]=[CH:22][CH:21]=[CH:20][CH:19]=1 |f:1.2,4.5|. Reported procedure: Diisopropylethylamine (0.018 mL, 0.1 mmol) was added to a solution of 4-(3-benzyl-1-ethyl-(1H-pyrazol-5-yl))piperidine trifluoroacetate (37 mg, 0.1 mmol, from Example 1, Step C) in 0.5 mL of 1,2-dichloroethane (DCE). A solution of dihydro-3-(R)-(3-(R)-formyl-4-(S)-(3-fluorophenyl)-pyrrolidin-1-yl)-4,4-dimethyl-2(3H)furanone (25 mg, 0.082 mmol, from Step D) in 0.5 mL of DCE was then added, followed by a slurry of sodium triacetoxyborohydride (30 mg, 0.144 mmol) in 0.5 mL of DCE. The reaction mixt... The reactants are [OH-].[Na+] (NaOH), C(C)OC(/C(=C(/C=C/C(=C(/CC)\C1=CC=2C(CCC(C2C=C1OCCC)(C)C)(C)C)/F)\C)/F)=O ((2Z,4E,6E)-2,6-difluoro-3-methyl-7-(5,5,8,8-tetramethyl-3-propoxy-5,6,7,8-tetrahydro-naphthalen-2-yl)-nona-2,4,6-trienoic acid ethyl ester), C(C)OC(/C(=C(/C=C/C(=C(/CC)\C1=CC=2C(CCC(C2C=C1OCCC)(C)C)(C)C)/F)\C)/F)=O ((2Z,4E,6E)-2,6-difluoro-3-methyl-7-(5,5,8,8-tetramethyl-3-propoxy-5,6,7,8-tetrahydro-naphthalen-2-yl)-nona-2,4,6-trienoic acid ethyl ester). Solvent: CCO (EtOH). The product is F\C(\C(=O)O)=C(/C=C/C(=C(/CC)\C1=CC=2C(CCC(C2C=C1OCCC)(C)C)(C)C)/F)\C ((2Z,4E,6E)-2,6-Difluoro-3-methyl-7-(5,5,8,8-tetramethyl-3-propoxy-5,6,7,8-tetrahydro-naphthalen-2-yl)-nona-2,4,6-trienoic acid), solid. Isolated yield 72.0%. As a reaction SMILES: C([O:3][C:4](=[O:34])/[C:5](/[F:33])=[C:6](\[CH3:32])/[CH:7]=[CH:8]/[C:9](/[F:31])=[C:10](\[C:13]1[C:22]([O:23][CH2:24][CH2:25][CH3:26])=[CH:21][C:20]2[C:19]([CH3:28])([CH3:27])[CH2:18][CH2:17][C:16]([CH3:30])([CH3:29])[C:15]=2[CH:14]=1)/[CH2:11][CH3:12])C.[OH-].[Na+]>CCO>[F:33]/[C:5](=[C:6](/[CH3:32])\[CH:7]=[CH:8]\[C:9](\[F:31])=[C:10](/[C:13]1[C:22]([O:23][CH2:24][CH2:25][CH3:26])=[CH:21][C:20]2[C:19]([CH3:28])([CH3:27])[CH2:18][CH2:17][C:16]([CH3:30])([CH3:29])[C:15]=2[CH:14]=1)\[CH2:11][CH3:12])/[C:4]([OH:34])=[O:3] |f:1.2|. Reported procedure: Following General Procedure E and using (2Z,4E,6E)-2,6-difluoro-3-methyl-7-(5,5,8,8-tetramethyl-3-propoxy-5,6,7,8-tetrahydro-naphthalen-2-yl)-nona-2,4,6-trienoic acid ethyl ester (Compound 26, 80 mg, 0.17 mmol), 1M NaOH (0.51 mL), and EtOH (2 mL) at 40° C. for overnight followed by flash colulmn chromatography on silica gel (10%→50% EtOAc-hexane), the title compound was obtained as a yellow solid (54 mg, 72%).